This data is from the Open Reaction Database (ORD), a public repository of structured organic reaction records. The task is: describe an organic reaction: reactants, conditions, products, and yield Starting materials: C(C)(C)(C)OC(C(C)OC1=CC(=C(C=C1)CNC(=O)C=1C(=NC=CC1)OC1=CC2=C(OCO2)C=C1)F)=O ((±)-2-[4-({[2-(benzo[1,3]dioxol-5-yloxy)-pyridine-3-carbonyl]-amino}-methyl)-3-fluoro-phenoxy]-propionic acid tert-butyl ester), COC(COC1=CC(=C(C=C1)CNC(=O)C=1C(=NC=CC1)OC1=CC2=C(OCO2)C=C1)F)=O ([4-({[2-(benzo[1,3]dioxol-5-yloxy)-pyridine-3-carbonyl]-amino}-methyl)-3-fluoro-phenoxy]-acetic acid methyl ester). The product is O1COC2=C1C=CC(=C2)OC2=NC=CC=C2C(=O)NCC2=C(C=C(OC(C(=O)O)C)C=C2)F ((±)-2-[4-({[2-(Benzo[1,3]dioxol-5-yloxy)-pyridine-3-carbonyl]-amino}-methyl)-3-fluoro-phenoxy]-propionic acid). As a reaction SMILES: C([O:5][C:6](=[O:37])[CH:7]([O:9][C:10]1[CH:15]=[CH:14][C:13]([CH2:16][NH:17][C:18]([C:20]2[C:21]([O:26][C:27]3[CH:35]=[CH:34][C:30]4[O:31][CH2:32][O:33][C:29]=4[CH:28]=3)=[N:22][CH:23]=[CH:24][CH:25]=2)=[O:19])=[C:12]([F:36])[CH:11]=1)[CH3:8])(C)(C)C.COC(=O)COC1C=CC(CNC(C2C(OC3C=CC4OCOC=4C=3)=NC=CC=2)=O)=C(F)C=1>>[O:31]1[C:30]2[CH:34]=[CH:35][C:27]([O:26][C:21]3[C:20]([C:18]([NH:17][CH2:16][C:13]4[CH:14]=[CH:15][C:10]([O:9][CH:7]([CH3:8])[C:6]([OH:37])=[O:5])=[CH:11][C:12]=4[F:36])=[O:19])=[CH:25][CH:24]=[CH:23][N:22]=3)=[CH:28][C:29]=2[O:33][CH2:32]1. Procedure details: The compound of Formula (5.5.2) was prepared in a manner analogous to that described in Example 1, substituting (±)-2-[4-({[2-(benzo[1,3]dioxol-5-yloxy)-pyridine-3-carbonyl]-amino}-methyl)-3-fluoro-phenoxy]-propionic acid tert-butyl ester for the corresponding [4-({[2-(benzo[1,3]dioxol-5-yloxy)-pyridine-3-carbonyl]-amino}-methyl)-3-fluoro-phenoxy]-acetic acid methyl ester material. Starting materials: CC(=O)OC(C)=O, CCCCCCC, Cc1ccccc1, [Cl-], CC1(C)CC(N)CC(C)(C)N1, [Na+]. The product is CC(=O)NC1CC(C)(C)NC(C)(C)C1. Reaction SMILES: [CH3:12][C:13](=[O:14])[O:15][C:16](=[O:17])[CH3:18].[CH3:21][CH2:22][CH2:23][CH2:24][CH2:25][CH2:26][CH3:27].[CH3:28][c:29]1[cH:30][cH:31][cH:32][cH:33][cH:34]1.[Cl-:20].[NH2:1][CH:2]1[CH2:3][C:4]([CH3:10])([CH3:11])[NH:5][C:6]([CH3:8])([CH3:9])[CH2:7]1.[Na+:19]>>[NH:1]([CH:2]1[CH2:3][C:4]([CH3:10])([CH3:11])[NH:5][C:6]([CH3:8])([CH3:9])[CH2:7]1)[C:13]([CH3:12])=[O:14].